This data is from the Open Reaction Database (ORD), a public repository of structured organic reaction records. The task is: describe an organic reaction: reactants, conditions, products, and yield Starting materials: C(C)(C)(C)OC(N[C@@H]([C@@H](C(=O)N(C)C)C1=CC=C(C=C1)O)C(=O)N1C[C@H](CC1)F)=O (tert-Butyl[(1S,2S)-3-(dimethylamino)-1-{[(3S)-3-fluoropyrrolidin-1-yl]carbonyl}-2-(4-hydroxyphenyl)-3-oxopropyl]carbamate), [H][H] (hydrogen). Reagents/catalysts: [Rh] (rhodium on alumina). Run in CO (methanol). Conditions: time 24 hour. Yields the product C(C)(C)(C)OC(N[C@@H]([C@@H](C(=O)N(C)C)C1CCC(CC1)O)C(=O)N1C[C@H](CC1)F)=O (tert-Butyl[(1S,2S)-3-(dimethylamino)-1-{[(3S)-3-fluoropyrrolidin-1-yl]carbonyl}-2-(4-hydroxycyclohexyl)-3-oxopropyl]carbamate). Reaction SMILES: [C:1]([O:5][C:6](=[O:30])[NH:7][C@H:8]([C:22]([N:24]1[CH2:28][CH2:27][C@H:26]([F:29])[CH2:25]1)=[O:23])[C@H:9]([C:15]1[CH:20]=[CH:19][C:18]([OH:21])=[CH:17][CH:16]=1)[C:10]([N:12]([CH3:14])[CH3:13])=[O:11])([CH3:4])([CH3:3])[CH3:2].[H][H]>CO.[Rh]>[C:1]([O:5][C:6](=[O:30])[NH:7][C@H:8]([C:22]([N:24]1[CH2:28][CH2:27][C@H:26]([F:29])[CH2:25]1)=[O:23])[C@H:9]([CH:15]1[CH2:16][CH2:17][CH:18]([OH:21])[CH2:19][CH2:20]1)[C:10]([N:12]([CH3:14])[CH3:13])=[O:11])([CH3:4])([CH3:2])[CH3:3]. Procedure details: The material from Step B (0.33 g, 0.77 mmol) was hydrogenated at 50 psi hydrogen in the presence of 5% rhodium on alumina (0.33 g) in methanol (10 mL) using a Parr shaker. After 24 h, the reaction mixture was filtered by passage through a syringe filter. Concentration of the filtrate in vacuo afforded the title compound as a mixture of cis and trans isomers containing a small amount of the fully reduced cyclohexane. LC/MS 430.1 (M+1), 452.1 (M+Na). Reactants: [N+](=O)([O-])C1=C(C=CC=C1Cl)CC(=O)OCC (ethyl 2-(2-nitro-3-chlorophenyl)acetate), ClC=1C=C(C=C(C1)Cl)O (3,5-dichlorophenol), C([O-])([O-])=O.[K+].[K+] (potassium carbonate), cupric oxide. The product is [N+](=O)([O-])C1=C(C=CC=C1OC1=CC(=CC(=C1)Cl)Cl)CC(=O)OCC (ethyl 2-[2-nitro-3-(3,5-dichlorophenoxy)phenyl]acetate). As a reaction SMILES: [N+:1]([C:4]1[C:9](Cl)=[CH:8][CH:7]=[CH:6][C:5]=1[CH2:11][C:12]([O:14][CH2:15][CH3:16])=[O:13])([O-:3])=[O:2].[Cl:17][C:18]1[CH:19]=[C:20]([OH:25])[CH:21]=[C:22]([Cl:24])[CH:23]=1.C(=O)([O-])[O-].[K+].[K+]>>[N+:1]([C:4]1[C:9]([O:25][C:20]2[CH:19]=[C:18]([Cl:17])[CH:23]=[C:22]([Cl:24])[CH:21]=2)=[CH:8][CH:7]=[CH:6][C:5]=1[CH2:11][C:12]([O:14][CH2:15][CH3:16])=[O:13])([O-:3])=[O:2] |f:2.3.4|. Procedure details: A mixture of ethyl 2-(2-nitro-3-chlorophenyl)acetate (10 g.), 3,5-dichlorophenol (7.4 g.), anhydrous potassium carbonate (8.5 g.) and cupric oxide (1 g.) was treated in a similar manner to the above to give oil of the captioned compound (7.6 g.). Starting materials: ClC1=NC2=CC=CC(=C2C(=N1)NCC1=CC=C(C(=O)OC)C=C1)C1=CC=CC=C1 (methyl 4-((2-chloro-5-phenylquinazolin-4-ylamino)methyl)benzoate), N1=CN=CC(=C1)B1OC(C)(C)C(C)(C)O1 (pyrimidine-5-ylboronic acid pinacol ester), C([O-])([O-])=O.[K+].[K+] (potassium carbonate). The solvent is CN(C)C=O (DMF), O (H2O). Run at temperature 110 celsius, time 12 hour. Product: C1(=CC=CC=C1)C1=C2C(=NC(=NC2=CC=C1)C=1C=NC=NC1)NCC1=CC=C(C(=O)OC)C=C1 (methyl 4-((5-phenyl-2-(pyrimidin-5-yl)quinazolin-4-ylamino)methyl)benzoate). Isolated yield 65.7%. RXN SMILES: Cl[C:2]1[N:11]=[C:10]([NH:12][CH2:13][C:14]2[CH:23]=[CH:22][C:17]([C:18]([O:20][CH3:21])=[O:19])=[CH:16][CH:15]=2)[C:9]2[C:4](=[CH:5][CH:6]=[CH:7][C:8]=2[C:24]2[CH:29]=[CH:28][CH:27]=[CH:26][CH:25]=2)[N:3]=1.[N:30]1[CH:35]=[C:34](B2OC(C)(C)C(C)(C)O2)[CH:33]=[N:32][CH:31]=1.C(=O)([O-])[O-].[K+].[K+]>CN(C=O)C.O>[C:24]1([C:8]2[CH:7]=[CH:6][CH:5]=[C:4]3[C:9]=2[C:10]([NH:12][CH2:13][C:14]2[CH:23]=[CH:22][C:17]([C:18]([O:20][CH3:21])=[O:19])=[CH:16][CH:15]=2)=[N:11][C:2]([C:34]2[CH:35]=[N:30][CH:31]=[N:32][CH:33]=2)=[N:3]3)[CH:29]=[CH:28][CH:27]=[CH:26][CH:25]=1 |f:2.3.4|. Reported procedure: To a solution of methyl 4-((2-chloro-5-phenylquinazolin-4-ylamino)methyl)benzoate (550 mg, 1.36 mmol) in DMF (16 mL) and H2O (0.5 mL) under nitrogen were added pyrimidine-5-ylboronic acid pinacol ester (422 mg, 2.04 mmol) and potassium carbonate (377 mg, 2.72 mmol). The resulting mixture was degassed with nitrogen for 15 min and then (1,1′-bis(diphenylphosphino)ferrocene)-palladium (II) chloride dichloromethane complex (50 mg, 0.068 mmol) was added. Upon completion of addition, the reaction mixt...